From a dataset of the Open Reaction Database (ORD), a public repository of structured organic reaction records. describe an organic reaction: reactants, conditions, products, and yield Reported procedure: 2-Aminoisobutyric acid (2.0 g, 19.4 mmol) and n-hexanoyl chloride (3.0 g, 22.4 mmol) were reacted in the presence of NaOH (1.6 g, 40 mmol) in a mixture of ether and water using the method described in Example 5, Part A. The title compound (1.90 g, 49%) was obtained after crystallization from benzene, m.p. 141°-143° C. Product: C(CCCCC)(=O)NC(C(=O)O)(C)C (2-(Hexanoylamino)-2-methylpropionic acid). RXN SMILES: [NH2:1][C:2]([CH3:7])([CH3:6])[C:3]([OH:5])=[O:4].[C:8](Cl)(=[O:14])[CH2:9][CH2:10][CH2:11][CH2:12][CH3:13].[OH-].[Na+]>CCOCC.O>[C:8]([NH:1][C:2]([CH3:7])([CH3:6])[C:3]([OH:5])=[O:4])(=[O:14])[CH2:9][CH2:10][CH2:11][CH2:12][CH3:13] |f:2.3|. Solvent: CCOCC (ether), O (water). Reactants: NC(C(=O)O)(C)C (2-Aminoisobutyric acid), C(CCCCC)(=O)Cl (n-hexanoyl chloride), [OH-].[Na+] (NaOH). Yield: 48.7%. Reactants: N1(CCNCC1)C(=O)OCC (ethyl piperazinecarboxylate), ClCCOCC(=O)N ((2-chloroethoxy)acetamide), C([O-])([O-])=O.[Na+].[Na+] (sodium carbonate), C1(=CC=CC=C1)C (toluene). The reagents and catalysts are [I-].[K+] (potassium iodide). Run in O (water), C(C)(C)O (isopropanol). Run at temperature 50 celsius, time 3 hour. Product: C(N)(=O)COCCC1N(CCNC1)C(=O)OCC (ethyl (2-carbamoylmethoxyethyl)piperazine-1-carboxylate). The yield is 81.3%. Reaction SMILES: [N:1]1([C:7]([O:9][CH2:10][CH3:11])=[O:8])[CH2:6][CH2:5][NH:4][CH2:3][CH2:2]1.Cl[CH2:13][CH2:14][O:15][CH2:16][C:17]([NH2:19])=[O:18].C(=O)([O-])[O-].[Na+].[Na+].C1(C)C=CC=CC=1>[I-].[K+].C(O)(C)C.O>[C:17]([CH2:16][O:15][CH2:14][CH2:13][CH:2]1[CH2:3][NH:4][CH2:5][CH2:6][N:1]1[C:7]([O:9][CH2:10][CH3:11])=[O:8])(=[O:18])[NH2:19] |f:2.3.4,6.7|. Procedure: 164 g (1.04 mol) of ethyl piperazinecarboxylate, 156.9 g (1.14 mol) of (2-chloroethoxy)acetamide, 241.7 g (2.28 mol) of sodium carbonate, 1 g of potassium iodide and 200 ml of toluene are introduced into a 2 1 three-necked round-bottomed flask fitted with a water-cooled condenser and a mechanical stirrer. The mixture is brought at the reflux temperature for 3 hours 30. The mixture is allowed to cool to 50° C., and 200 ml of isopropanol are added. The reaction mixture is filtered and the filtrati... RXN SMILES: [Br:8][c:9]1[cH:10][n:11][cH:12][c:13]([Br:14])[cH:15]1.[CH3:19][N:20]([CH3:21])[CH:22]=[O:23].[Cl-:16].[Na+:17].[Na+:7].[OH-:6].[OH2:18].[SH:1][CH2:2][CH2:3][CH2:4][OH:5]>>[S:1]([CH2:2][CH2:3][CH2:4][OH:5])[c:13]1[cH:12][n:11][cH:10][c:9]([Br:8])[cH:15]1. The reactants are Brc1cncc(Br)c1, CN(C)C=O, [Cl-], [Na+], [Na+], [OH-], O, OCCCS. The product is OCCCSc1cncc(Br)c1.